This data is from the Open Reaction Database (ORD), a public repository of structured organic reaction records. The task is: describe an organic reaction: reactants, conditions, products, and yield As a reaction SMILES: [CH3:1][C:2]([C:4]1[CH:9]=[CH:8][C:7]([Cl:10])=[CH:6][C:5]=1[OH:11])=[O:3].[CH3:12][C:13]([CH3:15])=O.N1CCCC1>CO>[Cl:10][C:7]1[CH:8]=[CH:9][C:4]2[C:2](=[O:3])[CH2:1][C:13]([CH3:15])([CH3:12])[O:11][C:5]=2[CH:6]=1. Reactants: CC(=O)C1=C(C=C(C=C1)Cl)O (4-chloro-2-hydroxyacetophenone), CC(=O)C (acetone), N1CCCC1 (pyrrolidine). The solvent is CO (methanol). Yields the product ClC1=CC2=C(C(CC(O2)(C)C)=O)C=C1 (7-Chloro-3,4-dihydro-2,2-dimethyl-2H-1-benzopyran-4-one). Procedure: A solution of 4-chloro-2-hydroxyacetophenone (20 g, 0.1176 mol), acetone (13.3 mL, 0.1811 mol) and pyrrolidine (15 mL, 0.18 mol) in methanol (475 mL) was stirred at 25° C. overnight. The mixture was then concentrated to a red oil. Water was added and the solution was adjusted to pH 1 with concentrated hydrochloric acid. The product was extracted with diethylether. The organic layer was dried over magnesium sulfate and diethylether was evaporated under reduced pressure. The residue was dissolved ...